This data is from the Open Reaction Database (ORD), a public repository of structured organic reaction records. The task is: describe an organic reaction: reactants, conditions, products, and yield Reactants: COC(=O)C1CC2c3cccc4[nH]c(CN5CCOCC5)c(c34)CC2N(C#N)C1, CI, C1CCOC1. The product is COC(=O)C1CC2c3cccc4[nH]c(C[N+]5(C)CCOCC5)c(c34)CC2N(C#N)C1, [I-]. RXN SMILES: [CH3:1][O:2][C:3](=[O:4])[CH:5]1[CH2:6][N:7]([C:28]#[N:29])[CH:8]2[CH2:9][c:10]3[c:11]([CH2:21][N:22]4[CH2:23][CH2:24][O:25][CH2:26][CH2:27]4)[nH:12][c:13]4[cH:14][cH:15][cH:16][c:17]([c:20]34)[CH:18]2[CH2:19]1.[CH3:30][I:31].[O:32]1[CH2:33][CH2:34][CH2:35][CH2:36]1>>[CH3:1][O:2][C:3](=[O:4])[CH:5]1[CH2:6][N:7]([C:28]#[N:29])[CH:8]2[CH2:9][c:10]3[c:11]([CH2:21][N+:22]4([CH3:30])[CH2:23][CH2:24][O:25][CH2:26][CH2:27]4)[nH:12][c:13]4[cH:14][cH:15][cH:16][c:17]([c:20]34)[CH:18]2[CH2:19]1.[I-:31]. Run at time 30 minute. The reactants are BrC=1C=C(C=CC1C)NC(OC(C)(C)C)=O (tert-butyl (3-bromo-4-methylphenyl)carbamate), [Li]CCCC (n-BuLi), C[Si](C)(C)Cl (Trimethylsilyl chloride). As a reaction SMILES: Br[C:2]1[CH:3]=[C:4]([NH:9][C:10](=[O:16])[O:11][C:12]([CH3:15])([CH3:14])[CH3:13])[CH:5]=[CH:6][C:7]=1[CH3:8].[Li]CCCC.[CH3:22][Si:23](Cl)([CH3:25])[CH3:24]>C1COCC1>[C:12]([O:11][C:10](=[O:16])[N:9]([C:4]1[CH:5]=[CH:6][C:7]([CH3:8])=[C:2]([Si:23]([CH3:25])([CH3:24])[CH3:22])[CH:3]=1)[Si:23]([CH3:25])([CH3:24])[CH3:22])([CH3:15])([CH3:14])[CH3:13]. The yield is 94.7%. Reported procedure: To a stirred solution of tert-butyl (3-bromo-4-methylphenyl)carbamate (2.86 g, 10 mmol) in THF (20 mL) was added n-BuLi (2.5 M in hexanes, 8.6 mL, 22 mmol) at −78° C. and the solution was stirred at this temperature for another 30 min. Trimethylsilyl chloride (2.39 g, 22 mmol) was added at −78° C. and the reaction mixture was then allowed to warm up to r.t. and stirred at r.t. for 1 hr. The reaction was quenched with H2O. EtOAc and more water were added for extraction. The combined organic layer... Run in C1CCOC1 (THF). Product: C(C)(C)(C)OC(N([Si](C)(C)C)C1=CC(=C(C=C1)C)[Si](C)(C)C)=O (tert-butyl[4-methyl-3-(trimethylsilyl)phenyl](trimethylsilyl)carbamate). The reactants are CC1(NCCC1)C (2,2-dimethylpyrrolidine), NC[C@H]1N(CCC1)CC ((S)-(−)-2-aminomethyl-1-ethylpyrrolidine), C(C)=O (acetaldehyde). Product: CC1(N(CCC1)CCNC)C (2-(2,2-dimethylpyrrolidin-1-yl)-N-methylethanamine). As a reaction SMILES: [CH3:1][C:2]1([CH3:7])[CH2:6][CH2:5][CH2:4][NH:3]1.N[CH2:9][C@@H:10]1CC[CH2:12][N:11]1CC.C(=O)C>>[CH3:1][C:2]1([CH3:7])[CH2:6][CH2:5][CH2:4][N:3]1[CH2:9][CH2:10][NH:11][CH3:12]. Procedure: By using 2,2-dimethylpyrrolidine (1.0 g) as a starting material, the title compound (1.25 g) was obtained in the same manners as those of Reference Example 1, (1) and Reference Example 19, (3). Reactants: Cl (Hydrochloric acid), C(C1=CC=CC=C1)N(C(=O)OC(C)(C)C)C=1C=C(C(=O)C2=CN(C3=CC=CC=C23)CCCC(=O)OCC2=CC=CC=C2)C=CC1 (benzyl 4-[3-[3-[N-benzyl-N-(tert-butoxycarbonyl)amino]benzoyl]indol-1-yl]butyrate). Run in O1CCOCC1 (1,4-dioxane), O1CCOCC1 (1,4-dioxane). Reaction conditions: time 1 hour. Product: C(C1=CC=CC=C1)NC=1C=C(C(=O)C2=CN(C3=CC=CC=C23)CCCC(=O)OCC2=CC=CC=C2)C=CC1 (benzyl 4-[3-(3-benzylaminobenzoyl)indol-1-yl]butyrate). Isolated yield 99.8%. RXN SMILES: Cl.[CH2:2]([N:9]([C:17]1[CH:18]=[C:19]([CH:44]=[CH:45][CH:46]=1)[C:20]([C:22]1[C:30]2[C:25](=[CH:26][CH:27]=[CH:28][CH:29]=2)[N:24]([CH2:31][CH2:32][CH2:33][C:34]([O:36][CH2:37][C:38]2[CH:43]=[CH:42][CH:41]=[CH:40][CH:39]=2)=[O:35])[CH:23]=1)=[O:21])C(OC(C)(C)C)=O)[C:3]1[CH:8]=[CH:7][CH:6]=[CH:5][CH:4]=1>O1CCOCC1>[CH2:2]([NH:9][C:17]1[CH:18]=[C:19]([CH:44]=[CH:45][CH:46]=1)[C:20]([C:22]1[C:30]2[C:25](=[CH:26][CH:27]=[CH:28][CH:29]=2)[N:24]([CH2:31][CH2:32][CH2:33][C:34]([O:36][CH2:37][C:38]2[CH:43]=[CH:42][CH:41]=[CH:40][CH:39]=2)=[O:35])[CH:23]=1)=[O:21])[C:3]1[CH:4]=[CH:5][CH:6]=[CH:7][CH:8]=1. Procedure details: 4N Hydrochloric acid in 1,4-dioxane (2 ml) was added to a solution of benzyl 4-[3-[3-[N-benzyl-N-(tert-butoxycarbonyl)amino]benzoyl]indol-1-yl]butyrate (0.31 g) in 1,4-dioxane (2 ml). The mixture was stirred at room temperature for 1 hour and evaporated. The residue was dissolved in ethyl acetate. The solution was washed wirh sodium bicarbonate aqueous solution and brine, dried over magnesium sulfate and evaporated to give benzyl 4-[3-(3-benzylaminobenzoyl)indol-1-yl]butyrate (258 mg) as an oil. Product: CCOC(=O)c1[nH]c2c(c1OCC1CO1)CCCC2. Reactants: BrCC1CO1, O=C([O-])[O-], CCOC(=O)c1[nH]c2c(c1O)CCCC2, CC(C)=O, [K+], [K+]. RXN SMILES: [Br:16][CH2:17][CH:18]1[CH2:19][O:20]1.[C:21](=[O:22])([O-:23])[O-:24].[CH2:1]([CH3:2])[O:3][C:4](=[O:5])[c:6]1[nH:7][c:8]2[c:13]([c:14]1[OH:15])[CH2:12][CH2:11][CH2:10][CH2:9]2.[CH3:27][C:28](=[O:29])[CH3:30].[K+:25].[K+:26]>>[CH2:1]([CH3:2])[O:3][C:4](=[O:5])[c:6]1[nH:7][c:8]2[c:13]([c:14]1[O:15][CH2:17][CH:18]1[CH2:19][O:20]1)[CH2:12][CH2:11][CH2:10][CH2:9]2.